From a dataset of the Open Reaction Database (ORD), a public repository of structured organic reaction records. describe an organic reaction: reactants, conditions, products, and yield Starting materials: O=C([O-])[O-], Cn1c(=O)[nH]c(=O)c2c1ncn2Cc1ccccc1, CN(C)C=O, CCOP(=O)(CCCCCl)OCC, [K+], [K+]. Yields the product CCOP(=O)(CCCCn1c(=O)c2c(ncn2Cc2ccccc2)n(C)c1=O)OCC. As a reaction SMILES: [C:33](=[O:34])([O-:35])[O-:36].[CH2:1]([c:2]1[cH:3][cH:4][cH:5][cH:6][cH:7]1)[n:8]1[cH:9][n:10][c:11]2[n:12]([CH3:19])[c:13](=[O:18])[nH:14][c:15](=[O:17])[c:16]12.[CH3:39][N:40]([CH3:41])[CH:42]=[O:43].[Cl:20][CH2:21][CH2:22][CH2:23][CH2:24][P:25]([O:26][CH2:27][CH3:28])(=[O:29])[O:30][CH2:31][CH3:32].[K+:37].[K+:38]>>[CH2:1]([c:2]1[cH:3][cH:4][cH:5][cH:6][cH:7]1)[n:8]1[cH:9][n:10][c:11]2[n:12]([CH3:19])[c:13](=[O:18])[n:14]([CH2:21][CH2:22][CH2:23][CH2:24][P:25]([O:26][CH2:27][CH3:28])(=[O:29])[O:30][CH2:31][CH3:32])[c:15](=[O:17])[c:16]12. The reactants are BrC1=CC=C(C=C1)C1=C(C(=NN1C=1C=CC(=NC1)S(=O)(=O)N)C(F)(F)F)CC (5-[5-(4-bromophenyl)-4-ethyl-3-(trifluoromethyl)-1H-pyrazol-1-yl]-2-pyridinesulfonamide), BrC1=CC=C(C=C1)C1=C(C(=NN1C=1C=CC(=NC1)S(=O)(=O)N)C(F)(F)F)Cl (5-[5-(4-bromophenyl)-4-chloro-3-(trifluoromethyl)-1H-pyrazol-1-yl]-2-pyridinesulfonamide). The product is C(C)C=1C(=NN(C1C1=CC=C(C=C1)C=1N=CSC1)C=1C=CC(=NC1)S(=O)(=O)N)C(F)(F)F (5-{4-Ethyl-5-[4-(1,3-thiazol-4-yl)phenyl]-3-(trifluoromethyl)-1H-pyrazol-1-yl}-2-pyridinesulfonamide). RXN SMILES: Br[C:2]1[CH:7]=[CH:6][C:5]([C:8]2[N:12]([C:13]3[CH:14]=[CH:15][C:16]([S:19]([NH2:22])(=[O:21])=[O:20])=[N:17][CH:18]=3)[N:11]=[C:10]([C:23]([F:26])([F:25])[F:24])[C:9]=2[CH2:27][CH3:28])=[CH:4][CH:3]=1.BrC1C=CC(C2N([C:41]3C=C[C:44]([S:47](N)(=O)=O)=[N:45][CH:46]=3)N=C(C(F)(F)F)C=2Cl)=CC=1>>[CH2:27]([C:9]1[C:10]([C:23]([F:26])([F:25])[F:24])=[N:11][N:12]([C:13]2[CH:14]=[CH:15][C:16]([S:19]([NH2:22])(=[O:21])=[O:20])=[N:17][CH:18]=2)[C:8]=1[C:5]1[CH:6]=[CH:7][C:2]([C:46]2[N:45]=[CH:44][S:47][CH:41]=2)=[CH:3][CH:4]=1)[CH3:28]. Procedure details: The title compound was prepared according to the procedure of step 3 in the Example 4 using 5-[5-(4-bromophenyl)-4-ethyl-3-(trifluoromethyl)-1H-pyrazol-1-yl]-2-pyridinesulfonamide, instead of 5-[5-(4-bromophenyl)-4-chloro-3-(trifluoromethyl)-1H-pyrazol-1-yl]-2-pyridinesulfonamide. Reactants: CS(C)=O, [Ca+2], [Cl-], [Cl-], N#Cc1c(C(F)(F)F)ccc(F)c1F, O. Yields the product N#Cc1c(C(F)(F)F)ccc(F)c1Cl. Reaction SMILES: [CH3:19][S:20](=[O:21])[CH3:22].[Ca+2:17].[Cl-:15].[Cl-:16].[F:1][c:2]1[c:3]([C:4]#[N:5])[c:6]([C:11]([F:12])([F:13])[F:14])[cH:7][cH:8][c:9]1[F:10].[OH2:18]>>[c:2]1([Cl:15])[c:3]([C:4]#[N:5])[c:6]([C:11]([F:12])([F:13])[F:14])[cH:7][cH:8][c:9]1[F:10]. Procedure details: 4′-Bromomethylbiphenyl-2-carboxylic acid t-butyl ester (4.0 g, 11.5 mmol) and potassium phthalimide were combined and dissolved in DMF (30 mL), and the mixture was heated at 50° C. for two days. The mixture was then cooled to room temperature and the reaction quenched with water (30 mL). The mixture was then extracted with EtOAc, and washed with a 10% aqueous lithium chloride solution. The organic layer was dried over MgSO4, filtered and concentrated to obtain intermediate (22a) (4.8 g). MS m/z:... The solvent is CN(C)C=O (DMF). Reaction SMILES: [C:1]([O:5][C:6]([C:8]1[C:9]([C:14]2[CH:19]=[CH:18][C:17]([CH2:20]Br)=[CH:16][CH:15]=2)=[CH:10][CH:11]=[CH:12][CH:13]=1)=[O:7])([CH3:4])([CH3:3])[CH3:2].[C:22]1(=[O:32])[NH:26][C:25](=[O:27])[C:24]2=[CH:28][CH:29]=[CH:30][CH:31]=[C:23]12.[K]>CN(C=O)C>[C:1]([O:5][C:6]([C:8]1[C:9]([C:14]2[CH:19]=[CH:18][C:17]([CH2:20][N:26]3[C:22](=[O:32])[C:23]4[C:24](=[CH:28][CH:29]=[CH:30][CH:31]=4)[C:25]3=[O:27])=[CH:16][CH:15]=2)=[CH:10][CH:11]=[CH:12][CH:13]=1)=[O:7])([CH3:4])([CH3:3])[CH3:2] |f:1.2,^1:32|. Reactants: C(C)(C)(C)OC(=O)C=1C(=CC=CC1)C1=CC=C(C=C1)CBr (4′-Bromomethylbiphenyl-2-carboxylic acid t-butyl ester), C1(C=2C(C(N1)=O)=CC=CC2)=O.[K] (potassium phthalimide). Reaction conditions: temperature 50 celsius. Product: C(C)(C)(C)OC(=O)C=1C(=CC=CC1)C1=CC=C(C=C1)CN1C(C2=CC=CC=C2C1=O)=O (4′-(1,3-Dioxo-1,3-dihydroisoindol-2-ylmethyl)biphenyl-2-carboxylic Acid t-Butyl Ester). Starting materials: FC(C(=O)O)(F)F.CN1CC2=C(CC1)N=C(S2)C(=O)N[C@H]2[C@H](CCCC2)N ((±)-cis-N-[(5-methyl-4,5,6,7-tetrahydrothiazolo-[5,4-c]pyridin-2-yl)carbonyl]-1,2-cyclohexanediamine trifluoroacetate), Cl (hydrochloric acid), aqueous solution, [OH-].[Na+] (sodium hydroxide), ClC=1C=C2C=C(N(C2=CC1)S(=O)(=O)C1=CC=CC=C1)S(=O)(=O)Cl (5-chloro-1-phenylsulfonylindole-2-sulfonyl chloride). The solvent is C(C)N(CC)CC (triethylamine), O (water), CO (methanol), O1CCCC1 (tetrahydrofuran), ClCCl (dichloromethane). Run at time 15 minute. The product is Cl.ClC=1C=C2C=C(NC2=CC1)S(=O)(=O)N[C@H]1[C@H](CCCC1)NC(=O)C=1SC=2CN(CCC2N1)C ((±)-cis-N1-[(5-Chloroindol-2-yl)sulfonyl]-N2-[(5-methyl-4,5,6,7-tetrahydrothiazolo[5,4-c]pyridin-2-yl)carbonyl]-1,2-cyclohexanediamine hydrochloride). Reaction SMILES: FC(F)(F)C(O)=O.[CH3:8][N:9]1[CH2:14][CH2:13][C:12]2[N:15]=[C:16]([C:18]([NH:20][C@@H:21]3[CH2:26][CH2:25][CH2:24][CH2:23][C@@H:22]3[NH2:27])=[O:19])[S:17][C:11]=2[CH2:10]1.[Cl:28][C:29]1[CH:30]=[C:31]2[C:35](=[CH:36][CH:37]=1)[N:34](S(C1C=CC=CC=1)(=O)=O)[C:33]([S:47](Cl)(=[O:49])=[O:48])=[CH:32]2.[OH-].[Na+].Cl>ClCCl.O1CCCC1.CO.O.C(N(CC)CC)C>[ClH:28].[Cl:28][C:29]1[CH:30]=[C:31]2[C:35](=[CH:36][CH:37]=1)[NH:34][C:33]([S:47]([NH:27][C@@H:22]1[CH2:23][CH2:24][CH2:25][CH2:26][C@@H:21]1[NH:20][C:18]([C:16]1[S:17][C:11]3[CH2:10][N:9]([CH3:8])[CH2:14][CH2:13][C:12]=3[N:15]=1)=[O:19])(=[O:48])=[O:49])=[CH:32]2 |f:0.1,3.4,11.12|. Procedure details: (±)-cis-N-[(5-methyl-4,5,6,7-tetrahydrothiazolo-[5,4-c]pyridin-2-yl)carbonyl]-1,2-cyclohexanediamine trifluoroacetate (400 mg) was suspended in dichloromethane (10 ml), triethylamine (0.514 ml) and 5-chloro-1-phenylsulfonylindole-2-sulfonyl chloride (Japanese Patent Application Laid-Open No. 2000-119253) (319 mg) were added, and the mixture was stirred at room temperature for 15 minutes. After water was added to the reaction mixture to conduct liquid separation, the resultant organic layer was d... Yield: 92.7%. Reaction SMILES: C([O:3][C:4]([C:6]1[C:7](=[O:24])[C:8]2[CH:9]=[C:10]3[CH:20]=[C:19]([F:21])[C:18]([F:22])=[C:17]([F:23])[C:11]3=[N:12][C:13]=2[N:14]([CH3:16])[CH:15]=1)=[O:5])C.O>C(O)(=O)C.Cl>[F:21][C:19]1[C:18]([F:22])=[C:17]([F:23])[C:11]2=[N:12][C:13]3[N:14]([CH3:16])[CH:15]=[C:6]([C:4]([OH:5])=[O:3])[C:7](=[O:24])[C:8]=3[CH:9]=[C:10]2[CH:20]=1. The product is FC1=CC=2C(=NC=3N(C=C(C(C3C2)=O)C(=O)O)C)C(=C1F)F (7,8,9-trifluoro-1-methyl-4-oxo-1,4-dihydro-benzo[b][1,8]naphthyridine-3-carboxylic acid). Conditions: temperature 20 celsius. The reactants are C(C)OC(=O)C=1C(C=2C=C3C(=NC2N(C1)C)C(=C(C(=C3)F)F)F)=O (3-ethoxycarbonyl-7,8,9-trifluoro-1-methyl-4-oxo-1,4-dihydro-benzo[b][1,8]naphthyridine), O (water). Run in C(C)(=O)O (acetic acid), Cl (hydrochloric acid). Reported procedure: A suspension of 4 g of 3-ethoxycarbonyl-7,8,9-trifluoro-1-methyl-4-oxo-1,4-dihydro-benzo[b][1,8]naphthyridine in 30 cm3 of acetic acid and 30 cm3 of 50% hydrochloric acid is heated at a temperature close to 100° C. for 2 hours. After cooling to about 20° C., 100 cm3 of water are added. The precipitate formed is drained, washed with 3 times 50 cm3 of water and recrystallized from 80 cm3 of dimethylformamide. 3.4 g of 7,8,9-trifluoro-1-methyl-4-oxo-1,4-dihydro-benzo[b][1,8]naphthyridine-3-carboxyl... The reactants are OB(O)O, Clc1ccccc1, N#Cc1nn(-c2c(Cl)cc(C(F)(F)F)cc2Cl)c(N)c1S(=O)(=O)C(F)(F)F, N#Cc1nn(-c2c(Cl)cc(C(F)(F)F)cc2Cl)c(N)c1SC(F)(F)F, O=S=O, O=C(O)C(F)(F)F, OO. Yields the product N#Cc1nn(-c2c(Cl)cc(C(F)(F)F)cc2Cl)c(N)c1S(=O)C(F)(F)F. Reaction SMILES: [B:33]([OH:34])([OH:35])[OH:36].[Cl:69][c:70]1[cH:71][cH:72][cH:73][cH:74][cH:75]1.[NH2:39][c:40]1[c:41]([S:59](=[O:60])(=[O:61])[C:62]([F:63])([F:64])[F:65])[c:42]([C:57]#[N:58])[n:43][n:44]1-[c:45]1[c:46]([Cl:56])[cH:47][c:48]([C:52]([F:53])([F:54])[F:55])[cH:49][c:50]1[Cl:51].[NH2:8][c:9]1[n:10](-[c:11]2[c:12]([Cl:13])[cH:14][c:15]([C:16]([F:17])([F:18])[F:19])[cH:20][c:21]2[Cl:22])[n:23][c:24]([C:25]#[N:26])[c:27]1[S:28][C:29]([F:30])([F:31])[F:32].[O:66]=[S:67]=[O:68].[OH:1][C:2]([C:3]([F:4])([F:5])[F:6])=[O:7].[OH:37][OH:38]>>[NH2:39][c:40]1[c:41]([S:59](=[O:60])[C:62]([F:63])([F:64])[F:65])[c:42]([C:57]#[N:58])[n:43][n:44]1-[c:45]1[c:46]([Cl:56])[cH:47][c:48]([C:52]([F:53])([F:54])[F:55])[cH:49][c:50]1[Cl:51].